This data is from the Open Reaction Database (ORD), a public repository of structured organic reaction records. The task is: describe an organic reaction: reactants, conditions, products, and yield Reactants: Cl (HCl), C=1C=CC2=C(C1)N=NN2O (HOBt), ClC1=CC(=C(C=C1OC)/C=C/C(=O)O)NS(=O)(=O)C ((E)-3-(4-Chloro-2-methanesulfonylamino-5-methoxyphenyl)-acrylic acid), FC1=CC=C(CN2[C@@H](CN[C@H](C2)C)C)C=C1 ((2R,5S)-1-(4-fluorobenzyl)-2,5-dimethylpiperazine), CCN=C=NCCCN(C)C.Cl (EDCl). Solvent: CN(C)C=O (DMF). Product: ClC=1C(=CC(=C(C1)NS(=O)(=O)C)\C=C\C(=O)N1[C@@H](CN([C@H](C1)C)CC1=CC=C(C=C1)F)C)OC (N-(5-Chloro-2-[(E)-3-[(2R,5S)-4-(4-fluorobenzyl)-2,5-dimethylpiperazin-1-yl]-3-oxopropenyl]-4-methoxyphenyl)-methanesulfonamide). Isolated yield 82.7%. RXN SMILES: [Cl:1][C:2]1[C:7]([O:8][CH3:9])=[CH:6][C:5](/[CH:10]=[CH:11]/[C:12]([OH:14])=O)=[C:4]([NH:15][S:16]([CH3:19])(=[O:18])=[O:17])[CH:3]=1.[F:20][C:21]1[CH:35]=[CH:34][C:24]([CH2:25][N:26]2[CH2:31][C@H:30]([CH3:32])[NH:29][CH2:28][C@H:27]2[CH3:33])=[CH:23][CH:22]=1.CCN=C=NCCCN(C)C.Cl.Cl.C1C=CC2N(O)N=NC=2C=1>CN(C=O)C>[Cl:1][C:2]1[C:7]([O:8][CH3:9])=[CH:6][C:5](/[CH:10]=[CH:11]/[C:12]([N:29]2[CH2:28][C@H:27]([CH3:33])[N:26]([CH2:25][C:24]3[CH:34]=[CH:35][C:21]([F:20])=[CH:22][CH:23]=3)[CH2:31][C@H:30]2[CH3:32])=[O:14])=[C:4]([NH:15][S:16]([CH3:19])(=[O:18])=[O:17])[CH:3]=1 |f:2.3|. Reported procedure: (E)-3-(4-Chloro-2-methanesulfonylamino-5-methoxyphenyl)-acrylic acid (100 mg; 0.32 mmol), (2R,5S)-1-(4-fluorobenzyl)-2,5-dimethylpiperazine (Mavunkel, Babu J. et al., WO 00171535) (73 mg; 0.32 mmol) and EDCl.HCl (75 mg, 0.39 mmol), HOBt (5 mg; 0.03 mmol) were dissolved in DMF (2 ml) and stirred over night. The reaction mixture was evaporated, taken up in 2N Na2CO3 and extracted with EtOAc three times. The combined organic phases were evaporated and purified via chromatography (SiO2 acetone/hexan... Reported procedure: A mixture of (2S)-(4E)-5-(5-isopropoxy-3-pyridyl)-4-penten-2-ol p-toluenesulfonate (10.00 g, 26.63 mmol) and methylamine (50 mL, 2.0M solution in THF) was heated at 100° C. for 10 h in a sealed glass tube. The mixture was cooled to ambient temperature and concentrated under reduced pressure on a rotary evaporator. The crude product was treated with saturated NaHCO3 solution (50 mL) and extracted with chloroform (4×50 mL). The combined chloroform extracts were dried (K2CO3), filtered, and concent... Starting materials: C1(=CC=C(C=C1)S(=O)(=O)O[C@@H](C)C\C=C\C=1C=NC=C(C1)OC(C)C)C ((2S)-(4E)-5-(5-isopropoxy-3-pyridyl)-4-penten-2-ol p-toluenesulfonate), CN (methylamine). As a reaction SMILES: C1(C)C=CC(S(O[C@H:11]([CH2:13]/[CH:14]=[CH:15]/[C:16]2[CH:17]=[N:18][CH:19]=[C:20]([O:22][CH:23]([CH3:25])[CH3:24])[CH:21]=2)[CH3:12])(=O)=O)=CC=1.[CH3:27][NH2:28]>>[CH3:27][NH:28][C@@H:11]([CH2:13]/[CH:14]=[CH:15]/[C:16]1[CH:17]=[N:18][CH:19]=[C:20]([O:22][CH:23]([CH3:25])[CH3:24])[CH:21]=1)[CH3:12]. The product is CN[C@H](C)C\C=C\C=1C=NC=C(C1)OC(C)C ((2R)-(4E)-N-Methyl-5-(5-isopropoxy-3-pyridyl)-4-penten-2-amine). Conditions: temperature 100 celsius. Product: O=C(Nc1ccn(C(F)F)n1)c1cc(Oc2ccc(C(=O)N3CCC3)nc2)cc(OC2CCOC2)c1. Reaction SMILES: [CH:47]([N:48]([CH2:49][CH3:50])[CH:51]([CH3:52])[CH3:53])([CH3:54])[CH3:55].[Cl:1][C:2]([N:3]([CH3:4])[CH3:5])=[C:6]([CH3:7])[CH3:8].[Cl:56][CH2:57][Cl:58].[ClH:37].[F:38][CH:39]([n:40]1[n:41][c:42]([NH2:45])[cH:43][cH:44]1)[F:46].[N:9]1([C:13](=[O:14])[c:15]2[cH:16][cH:17][c:18]([O:21][c:22]3[cH:23][c:24]([C:25](=[O:26])[OH:27])[cH:28][c:29]([O:31][CH:32]4[CH2:33][O:34][CH2:35][CH2:36]4)[cH:30]3)[cH:19][n:20]2)[CH2:10][CH2:11][CH2:12]1>>[N:9]1([C:13](=[O:14])[c:15]2[cH:16][cH:17][c:18]([O:21][c:22]3[cH:23][c:24]([C:25](=[O:27])[NH:45][c:42]4[n:41][n:40]([CH:39]([F:38])[F:46])[cH:44][cH:43]4)[cH:28][c:29]([O:31][CH:32]4[CH2:33][O:34][CH2:35][CH2:36]4)[cH:30]3)[cH:19][n:20]2)[CH2:10][CH2:11][CH2:12]1. Starting materials: CCN(C(C)C)C(C)C, CC(C)=C(Cl)N(C)C, ClCCl, Cl, Nc1ccn(C(F)F)n1, O=C(O)c1cc(Oc2ccc(C(=O)N3CCC3)nc2)cc(OC2CCOC2)c1. Reactants: C1CCNCC1, CCO, O=C1Cc2c(cccc2C2CCNCC2)N1, O=Cc1[nH]cc2c1CCNC2=O. The product is O=C1Nc2cccc(C3CCNCC3)c2C1=Cc1[nH]cc2c1CCNC2=O. RXN SMILES: [CH2:29]1[CH2:30][CH2:31][NH:32][CH2:33][CH2:34]1.[CH3:35][CH2:36][OH:37].[NH:1]1[CH2:2][CH2:3][CH:4]([c:7]2[c:8]3[c:12]([cH:13][cH:14][cH:15]2)[NH:11][C:10](=[O:16])[CH2:9]3)[CH2:5][CH2:6]1.[O:17]=[C:18]1[NH:19][CH2:20][CH2:21][c:22]2[c:23]1[cH:24][nH:25][c:26]2[CH:27]=[O:28]>>[NH:1]1[CH2:2][CH2:3][CH:4]([c:7]2[c:8]3[c:12]([cH:13][cH:14][cH:15]2)[NH:11][C:10](=[O:16])[C:9]3=[CH:27][c:26]2[c:22]3[c:23]([cH:24][nH:25]2)[C:18](=[O:17])[NH:19][CH2:20][CH2:21]3)[CH2:5][CH2:6]1. Reactants: Cl.NCC1=CC(=C(C(=C1)F)NS(=O)(=O)C)F (N-(4-Aminomethyl-2,6-difluoro-phenyl)-methanesulfonamide HCl salt), C(C)(C)(C)C1=CC=C(C=N1)C=CC(=O)O (3-(6-tert-butyl-pyridin-3-yl)-acrylic acid). The product is C(C)(C)(C)C1=CC=C(C=N1)C=CC(=O)NCC1=CC(=C(C(=C1)F)NS(=O)(=O)C)F (3-(6-tert-Butyl-pyridin-3-yl)-N-(3,5-difluoro-4-methane sulfonylamino-benzyl)-acrylamide). Isolated yield 78.7%. RXN SMILES: Cl.[NH2:2][CH2:3][C:4]1[CH:9]=[C:8]([F:10])[C:7]([NH:11][S:12]([CH3:15])(=[O:14])=[O:13])=[C:6]([F:16])[CH:5]=1.[C:17]([C:21]1[N:26]=[CH:25][C:24]([CH:27]=[CH:28][C:29](O)=[O:30])=[CH:23][CH:22]=1)([CH3:20])([CH3:19])[CH3:18]>>[C:17]([C:21]1[N:26]=[CH:25][C:24]([CH:27]=[CH:28][C:29]([NH:2][CH2:3][C:4]2[CH:5]=[C:6]([F:16])[C:7]([NH:11][S:12]([CH3:15])(=[O:14])=[O:13])=[C:8]([F:10])[CH:9]=2)=[O:30])=[CH:23][CH:22]=1)([CH3:20])([CH3:18])[CH3:19] |f:0.1|. Procedure details: N-(4-Aminomethyl-2,6-difluoro-phenyl)-methanesulfonamide HCl salt (50 mg, 0.18 mmol) was reacted with 3-(6-tert-butyl-pyridin-3-yl)-acrylic acid (37 mg) to give the title compound (60 mg, 79%) after purification by column chromatography (Hex/EtOAc=1/2).